Dataset: the Open Reaction Database (ORD), a public repository of structured organic reaction records. Task: describe an organic reaction: reactants, conditions, products, and yield Starting materials: ClC=1C(=C(C(=O)O)C=CC1Cl)SC1=CC=CC=C1 (3,4-dichloro-2-phenylsulphenylbenzoic acid), CO (methanol), S(O)(O)(=O)=O (sulphuric acid). The solvent is O (Water). Product: ClC=1C(=C(C(=O)OC)C=CC1Cl)SC1=CC=CC=C1 (methyl 3,4-dichloro-2-phenylsulphenylbenzoate). As a reaction SMILES: [Cl:1][C:2]1[C:3]([S:12][C:13]2[CH:18]=[CH:17][CH:16]=[CH:15][CH:14]=2)=[C:4]([CH:8]=[CH:9][C:10]=1[Cl:11])[C:5]([OH:7])=[O:6].[CH3:19]O.S(=O)(=O)(O)O>O>[Cl:1][C:2]1[C:3]([S:12][C:13]2[CH:14]=[CH:15][CH:16]=[CH:17][CH:18]=2)=[C:4]([CH:8]=[CH:9][C:10]=1[Cl:11])[C:5]([O:7][CH3:19])=[O:6]. Reported procedure: A mixture of 3,4-dichloro-2-phenylsulphenylbenzoic acid (25.0 g), methanol and concentrated sulphuric acid (5 ml) was heated at reflux for 22 hours. Water was added and the mixture concentrated. The residue was taken up in ethyl acetate, washed with aqueous sodium bicarbonate, dried over anhydrous magnesium sulphate and filtered. The solvent was evaporated and the oil purified by chromatography on silica, using a mixture of cyclohexane, ether and toluene to give methyl 3,4-dichloro-2-phenylsulph...